This data is from the Open Reaction Database (ORD), a public repository of structured organic reaction records. The task is: describe an organic reaction: reactants, conditions, products, and yield As a reaction SMILES: [CH2:1]=[CH:2][CH2:3][CH2:4][CH2:5][CH2:6][CH2:7][CH3:8].[H][H].C=C.B(C1C(F)=C(F)C(F)=C(F)C=1F)(C1C(F)=C(F)C(F)=C(F)C=1F)C1C(F)=C(F)C(F)=C(F)C=1F>C1(C)C=CC=CC=1>[CH2:1]=[CH2:2].[CH2:1]=[CH:2][CH2:3][CH2:4][CH2:5][CH2:6][CH2:7][CH3:8] |f:5.6|. Yields the product C=C.C=CCCCCCC (Ethylene/1-Octene). Run in alkanes, C1(=CC=CC=C1)C (toluene). Starting materials: C=CCCCCCC (1-octene), B(C1=C(F)C(F)=C(F)C(F)=C1F)(C1=C(F)C(F)=C(F)C(F)=C1F)C1=C(F)C(F)=C(F)C(F)=C1F (B(C6F5)3), solutions, [H][H] (Hydrogen), C=C (ethylene), C=C (ethylene). Reagents/catalysts: catalyst. Procedure: A 2.0 liter Parr reactor is charged with approximately 740 g of Isopar-E™ mixed alkanes solvent (available from Exxon Chemicals Inc.) and 118 g of 1-octene comonomer. Hydrogen was added as a molecular weight control agent by differential pressure expansion from a 75 mL addition tank at 25 psid (2070 kPa). The reactor was heated to the polymerization temperature of 140° C. and saturated with ethylene at 500 psig. Then 0.5 μmol each of catalyst and B(C6F5)3 cocatalyst as 0.005 M solutions in tolue... Run at time 20 hour. Reactants: S(=O)(Cl)Cl (Thionyl chloride), NC1=NC=2C=CC=CC2C2=C1N=C(S2)CO ((4-amino[1,3]thiazolo[4,5-c]quinolin-2-yl)methanol). The solvent is ClCCCl (1,2-dichloroethane). Product: Cl.ClCC=1SC2=C(C(=NC=3C=CC=CC23)N)N1 (2-(chloromethyl)[1,3]thiazolo[4,5-c]quinolin-4-amine hydrochloride). Isolated yield 165.4%. RXN SMILES: S(Cl)([Cl:3])=O.[NH2:5][C:6]1[C:15]2[N:16]=[C:17]([CH2:19]O)[S:18][C:14]=2[C:13]2[CH:12]=[CH:11][CH:10]=[CH:9][C:8]=2[N:7]=1>ClCCCl>[ClH:3].[Cl:3][CH2:19][C:17]1[S:18][C:14]2[C:13]3[CH:12]=[CH:11][CH:10]=[CH:9][C:8]=3[N:7]=[C:6]([NH2:5])[C:15]=2[N:16]=1 |f:3.4|. Procedure details: Thionyl chloride (4.92 mL, 67.6 mmol) was added to a suspension of (4-amino[1,3]thiazolo[4,5-c]quinolin-2-yl)methanol (13 g, 56 mmol) in 1,2-dichloroethane (300 mL), and the reaction was heated at reflux for two hours and then concentrated under reduced pressure to provide 16 g of 2-(chloromethyl)[1,3]thiazolo[4,5-c]quinolin-4-amine hydrochloride as a yellow solid. Starting materials: [N+](=O)([O-])C1=C(C=CC=C1)O (Nitrophenol), BrC1=CC=C(C=O)O1 (5-bromofurfural), C(=O)([O-])[O-].[K+].[K+] (K2CO3). The solvent is CN(C)C=O (DMF). Conditions: temperature 80 celsius. Product: [N+](=O)([O-])C1=CC=C(OC2=CC=C(O2)C=O)C=C1 (5-(4-nitro-phenoxy)-furan-2-carbaldehyde). The yield is 38.3%. As a reaction SMILES: [N+:1]([C:4]1[CH:9]=[CH:8][CH:7]=[CH:6][C:5]=1O)([O-:3])=[O:2].Br[C:12]1[O:18][C:15]([CH:16]=[O:17])=[CH:14][CH:13]=1.C([O-])([O-])=[O:20].[K+].[K+]>CN(C=O)C>[N+:1]([C:4]1[CH:9]=[CH:8][C:7]([O:20][C:12]2[O:18][C:15]([CH:16]=[O:17])=[CH:14][CH:13]=2)=[CH:6][CH:5]=1)([O-:3])=[O:2] |f:2.3.4|. Procedure details: Nitrophenol (43.6 mg, 0.31 mmol) and 5-bromofurfural (50 mg, 0.28 mmol) were dissolved in dry DMF (10 ml), anhydrous K2CO3 (81 mg, 0.39 mmol) was added thereto and the resulting mixture was heated under nitrogen atmosphere at 80° C. for 5 hours. The solvent was then evaporated under reduced pressure and a mixture of water (40 ml) and ether (10 ml) was added. After separation of the phases the aqueous phase was extracted with ether (2×10 ml), the combined organic phase was dried over Na2SO4 and t... Reactants: C(C)OC(=O)C1CCN(CC1)C(=O)C1(CC1)C (1-(1-methyl-cyclopropanecarbonyl)-piperidine-4-carboxylic acid ethyl ester), O[Li].O (LiOH.H2O), amide, C(C)OC(=O)C1CCN(CC1)C(=O)C1(CC1)C (1-(1-methyl-cyclopropanecarbonyl)-piperidine-4-carboxylic acid ethyl ester), C(C)OC(=O)C1CCNCC1 (piperidine-4-carboxylic acid ethyl ester), CC1(CC1)C(=O)O (1-methyl-cyclopropanecarboxylic acid). Procedure details: First step: Using the general procedure I for the preparation of amide, 2.60 g of 1-(1-methyl-cyclopropanecarbonyl)-piperidine-4-carboxylic acid ethyl ester was prepared from 1.89 g of piperidine-4-carboxylic acid ethyl ester and 1.40 g of 1-methyl-cyclopropanecarboxylic acid as a light yellow oil. ES-MS m/e: 240.3 (M+H+). Second step: To a stirred solution of 1-(1-methyl-cyclopropanecarbonyl)-piperidine-4-carboxylic acid ethyl ester (2.60 g, 0.011 mmol) in THF, EtOH, H2O (50 ml, 1/1/1) was adde... Solvent: C1CCOC1 (THF), CCO (EtOH), O (H2O). As a reaction SMILES: C([O:3][C:4]([CH:6]1[CH2:11][CH2:10][N:9]([C:12]([C:14]2([CH3:17])[CH2:16][CH2:15]2)=[O:13])[CH2:8][CH2:7]1)=[O:5])C.C(OC(C1CCNCC1)=O)C.CC1(C(O)=O)CC1.O[Li].O>C1COCC1.CCO.O>[CH3:17][C:14]1([C:12]([N:9]2[CH2:8][CH2:7][CH:6]([C:4]([OH:5])=[O:3])[CH2:11][CH2:10]2)=[O:13])[CH2:15][CH2:16]1 |f:3.4|. Yields the product CC1(CC1)C(=O)N1CCC(CC1)C(=O)O (1-(1-Methyl-cyclopropanecarbonyl)-piperidine-4-carboxylic acid). Isolated yield 86.3%. Conditions: time 2 hour. Starting materials: Cl (hydrochloric acid), [Br-] (bromide), C(C1=CC=CC=C1)OC=1C=C(C=O)C=CC1 (3-(benzyloxy)benzaldehyde), C(C)OCC (diethyl ether), solution, C(CCC)[Li] (n-butyllithium), C(C)OCC (diethyl ether). The solvent is C(Cl)Cl (methylene chloride), CCCCCC (n-hexane). Conditions: temperature 5 celsius, time 1 hour. Yields the product C(C1=CC=CC=C1)OC1=CC(=CC=C1)C=C1CCCC1 (1-(benzyloxy)-3-(cyclopentylidenemethyl)benzene). RXN SMILES: [Br-].[CH2:2]([Li])[CH2:3][CH2:4][CH3:5].[CH2:7]([O:14][C:15]1[CH:16]=[C:17]([CH:20]=[CH:21][CH:22]=1)[CH:18]=O)[C:8]1[CH:13]=[CH:12][CH:11]=[CH:10][CH:9]=1.Cl.[CH2:24](OCC)C>CCCCCC.C(Cl)Cl>[CH2:7]([O:14][C:15]1[CH:22]=[CH:21][CH:20]=[C:17]([CH:18]=[C:2]2[CH2:24][CH2:5][CH2:4][CH2:3]2)[CH:16]=1)[C:8]1[CH:13]=[CH:12][CH:11]=[CH:10][CH:9]=1. Reported procedure: 5.66 g of cyclopentyltriphenylphosphonim bromide was suspended in 25 mL of diethyl ether, to which 8.8 mL of a solution of n-butyllithium in n-hexane (1.56 M) was added dropwise at −30° C. After the reaction mixture was stirred for one hour at 5° C., 2.67 g of 3-(benzyloxy)benzaldehyde dissolved in 5 mL of diethyl ether was added to the reaction mixture, which was then stirred another one hour at room temperature. The reaction mixture was added to a mixture of methylene chloride and dilute hydro... Starting materials: Compound 54, CN1C(=O)N(C=2N=C(N(C2C1=O)C)C=CC1=CC(=CC=C1)[N+](=O)[O-])C (1,3,7-Trimethyl-8-(3-nitrostyryl)xanthine), CI NH3. Reagents/catalysts: [H][H].[Pd] (H2 Pd). Solvent: CN(C)C=O (DMF). Product: CN1C(=O)N(C=2N=C(N(C2C1=O)C)CCC1=CC(=CC=C1)N)C (1,3,7-Trimethyl-8-[2-(3-aminophenyl)ethyl]xanthine). RXN SMILES: [CH3:1][N:2]1[C:11](=[O:12])[C:10]2[N:9]([CH3:13])[C:8]([CH:14]=[CH:15][C:16]3[CH:21]=[CH:20][CH:19]=[C:18]([N+:22]([O-])=O)[CH:17]=3)=[N:7][C:6]=2[N:5]([CH3:25])[C:3]1=[O:4]>CN(C=O)C.[H][H].[Pd]>[CH3:1][N:2]1[C:11](=[O:12])[C:10]2[N:9]([CH3:13])[C:8]([CH2:14][CH2:15][C:16]3[CH:21]=[CH:20][CH:19]=[C:18]([NH2:22])[CH:17]=3)=[N:7][C:6]=2[N:5]([CH3:25])[C:3]1=[O:4] |f:2.3|. Procedure: Compound 54 was made from 21b with H2 /Pd 50 psi in DMF for 3 h. mp 158°-160° C. 1H NMR DMSO-d6 d 2.82 (t, 2H J=8 Hz); 2.96 (t, 2H J=8 Hz); 3.20 (s, 3H N--CH3); 3.42 (s, 3H N--CH3); 3.69 (s, 3H N7 --CH3); 4.95 (s, 2H --NH2); 6.34-6.39 (3H, H-2 H-4 H-6); 6.90 (t, 1H J=8 Hz, H-5). MS (CI/NH3) m/e 314 (MH+). Starting materials: NC1=C(C=C(C#N)C=C1)F (4-amino-3-fluorobenzonitrile), CS(=O)(=O)OS(=O)(=O)C (Methansulfonic anhydride), C(C)C=1C=C(C=CC1)C(O)C=1N(N=C(N1)C1=CC=CC=C1)C ((3-ethylphenyl)(2-methyl-5-phenyl-2H-1,2,4-triazol-3-yl)methanol), C(C)(C)N(CC)C(C)C (diisopropylethylamine). Run in C(Cl)Cl (CH2Cl2), C(Cl)Cl (CH2Cl2). Run at temperature 0 celsius, time 1 hour. Product: C(C)C=1C=C(C=CC1)N(C1=C(C=C(C#N)C=C1)F)CC=1N(N=C(N1)C1=CC=CC=C1)C (4-((3-ethylphenyl)(2-methyl-5-phenyl-2H-1,2,4-triazol-3-yl)methylamino)-3-fluorobenzonitrile). Isolated yield 112.8%. Reaction SMILES: CS(OS(C)(=O)=O)(=O)=O.C(C1C=C([CH:18]([C:20]2[N:21]([CH3:31])[N:22]=[C:23]([C:25]3[CH:30]=[CH:29][CH:28]=[CH:27][CH:26]=3)[N:24]=2)O)C=CC=1)C.C(N([CH:38]([CH3:40])[CH3:39])CC)(C)C.[NH2:41][C:42]1[CH:49]=[CH:48][C:45]([C:46]#[N:47])=[CH:44][C:43]=1[F:50]>C(Cl)Cl>[CH2:27]([C:26]1[CH:25]=[C:23]([N:41]([CH2:18][C:20]2[N:21]([CH3:31])[N:22]=[C:23]([C:25]3[CH:26]=[CH:27][CH:28]=[CH:29][CH:30]=3)[N:24]=2)[C:42]2[CH:49]=[CH:48][C:45]([C:46]#[N:47])=[CH:44][C:43]=2[F:50])[CH:40]=[CH:38][CH:39]=1)[CH3:28]. Procedure details: Methansulfonic anhydride (77 mg, 0.44 mmol) was added to a solution of Intermediate 370.2 (81 mg, 0.28 mmol) and diisopropylethylamine (0.2 mL, 1.16 mmol) in CH2Cl2 (2.5 mL) at 0° C. The mixture was stirred for 1 h at 0° C. and then 4-amino-3-fluorobenzonitrile (136 mg, 1 mmol) was added. The mixture was stirred for 1 h at ambient temperature, diluted with CH2Cl2 (40 mL), washed with sat. NaHCO3 and brine, dried (Na2SO4) and concentrated. Purification by flash chromatography (EtOAc, hexanes) aff... Starting materials: B(Br)(Br)Br (Boron tribromide), C(C1=CC=CC=C1)OC=1C=C(C=CC1)C1=NN=C2N1C=C(C=C2)Br (3-(3-benzyloxy-phenyl)-6-bromo-[1,2,4]triazolo[4,3-a]pyridine), C(=O)(O)[O-].[Na+] (NaHCO3). The solvent is C(Cl)Cl (DCM). Run at time 24 hour. The product is BrC=1C=CC=2N(C1)C(=NN2)C=2C=C(C=CC2)O (3-(6-Bromo-[1,2,4]triazolo[4,3-a]pyridin-3-yl)-phenol). Yield: 45.9%. Reaction SMILES: B(Br)(Br)Br.C([O:12][C:13]1[CH:14]=[C:15]([C:19]2[N:23]3[CH:24]=[C:25]([Br:28])[CH:26]=[CH:27][C:22]3=[N:21][N:20]=2)[CH:16]=[CH:17][CH:18]=1)C1C=CC=CC=1.C([O-])(O)=O.[Na+]>C(Cl)Cl>[Br:28][C:25]1[CH:26]=[CH:27][C:22]2[N:23]([C:19]([C:15]3[CH:14]=[C:13]([OH:12])[CH:18]=[CH:17][CH:16]=3)=[N:20][N:21]=2)[CH:24]=1 |f:2.3|. Procedure details: Boron tribromide (1 M in DCM, 13.1 mL, 13.1 mmol) was added slowly to a stirred solution of 3-(3-benzyloxy-phenyl)-6-bromo-[1,2,4]triazolo[4,3-a]pyridine (1 g, 2.63 mmol) in DCM (5 mL) at −78° C. The reaction was allowed to warm up to RT, stirred for 24 h, and treated with sat. NaHCO3 solution until pH>7. The product was extracted with DCM:MeOH 9:1 (mL), dried (MgSO4), and concentrated in vacuo. Purification of the crude residue by FCC (DCM:MeOH, 1:0 to 9:1) afforded the title compound (350 mg, ... Reactants: BrC=1C=C(C(=NC1)OC)OC (5-Bromo-2,3-dimethoxy-pyridine), C(CCC)[Li] (n-butyllithium), CN(C)C=O (DMF). Run in C1CCOC1 (THF). Reaction conditions: temperature -78 celsius, time 30 minute. The product is COC=1C(=NC=C(C=O)C1)OC (5,6-dimethoxynicotinaldehyde). RXN SMILES: Br[C:2]1[CH:3]=[C:4]([O:10][CH3:11])[C:5]([O:8][CH3:9])=[N:6][CH:7]=1.C([Li])CCC.CN([CH:20]=[O:21])C>C1COCC1>[CH3:11][O:10][C:4]1[C:5]([O:8][CH3:9])=[N:6][CH:7]=[C:2]([CH:3]=1)[CH:20]=[O:21]. Procedure: To a solution of 5-Bromo-2,3-dimethoxy-pyridine (43 g) in THF (500 ml) at −78° C. was added n-butyllithium (191 mmol). After stirring for 30 minutes at −78° C. DMF (28.8 g) was added dropwise and the reaction mixture was stirred at −78° C. for 2 hours. The reaction mixture was quenched with NH4Cl (saturated in water, 500 ml). The aqueous layer was extracted with ethyl acetate, the organic phases were washed with brine, dried over Na2SO4, filtered and concentrated. The crude product was purified ...